Dataset: the Open Reaction Database (ORD), a public repository of structured organic reaction records. Task: describe an organic reaction: reactants, conditions, products, and yield Starting materials: FC=1C=C2C=C(C=NC2=CC1)C(=O)O (6-fluoro-quinoline-3-carboxylic acid), C1(=CC=CC=C1)P(=O)(C1=CC=CC=C1)N=[N+]=[N-] (diphenylphosphoryl azide), C(C)(C)N(CC)C(C)C (diisopropylethylamine), C(C)(C)(C)O (t-butanol). Yields the product C(C)(C)(C)OC(NC=1C=NC2=CC=C(C=C2C1)F)=O ((6-Fluoro-quinolin-3-yl)-carbamic acid tert-butyl ester). RXN SMILES: [F:1][C:2]1[CH:3]=[C:4]2[C:9](=[CH:10][CH:11]=1)[N:8]=[CH:7][C:6](C(O)=O)=[CH:5]2.C1(P(N=[N+]=[N-])(C2C=CC=CC=2)=[O:22])C=CC=CC=1.C([N:35]([CH:38](C)C)CC)(C)C.[C:41]([OH:45])([CH3:44])([CH3:43])[CH3:42]>>[C:41]([O:45][C:38](=[O:22])[NH:35][C:6]1[CH:7]=[N:8][C:9]2[C:4]([CH:5]=1)=[CH:3][C:2]([F:1])=[CH:11][CH:10]=2)([CH3:44])([CH3:43])[CH3:42]. Procedure: A solution of 6-fluoro-quinoline-3-carboxylic acid (1.7 g, 8.89 mmol), diphenylphosphoryl azide (2.3 mL, 10.7 mmol) and diisopropylethylamine (4.65 mL, 26.67 mmol) in t-butanol (40 mL) was heated at reflux for 1 hour. The solution was cooled to room temperature, and the solvent was evaporated in vacuo. The residue was partitioned between aqueous sodium bicarbonate and dichloromethane. The organic layer was dried over sodium sulfate, and the product was preabsorbed onto silica gel. Purification b... Reactants: CC(NC(=O)OC(C)(C)C)c1cccc(Oc2ccccn2)c1, Cl, C1COCCO1. Product: CC(N)c1cccc(Oc2ccccn2)c1. Reaction SMILES: [C:1]([O:2][C:3](=[O:4])[NH:7][CH:8]([CH3:9])[c:10]1[cH:11][c:12]([O:16][c:17]2[n:18][cH:19][cH:20][cH:21][cH:22]2)[cH:13][cH:14][cH:15]1)([CH3:5])([CH3:6])[CH3:23].[ClH:24].[O:25]1[CH2:26][CH2:27][O:28][CH2:29][CH2:30]1>>[NH2:7][CH:8]([CH3:9])[c:10]1[cH:11][c:12]([O:16][c:17]2[n:18][cH:19][cH:20][cH:21][cH:22]2)[cH:13][cH:14][cH:15]1. Starting materials: O=c1cc(OCc2ccc(Cl)cn2)ccn1-c1ccc(OCCBr)cc1, CC(C)(C)[Si](C)(C)OC1CCNC1, CCN(C(C)C)C(C)C, CN(C)C=O, O. Reaction SMILES: [Br:1][CH2:2][CH2:3][O:4][c:5]1[cH:6][cH:7][c:8](-[n:11]2[c:12](=[O:26])[cH:13][c:14]([O:17][CH2:18][c:19]3[n:20][cH:21][c:22]([Cl:25])[cH:23][cH:24]3)[cH:15][cH:16]2)[cH:9][cH:10]1.[C:27]([CH3:28])([CH3:29])([CH3:30])[Si:31]([O:32][CH:33]1[CH2:34][NH:35][CH2:36][CH2:37]1)([CH3:38])[CH3:39].[CH2:40]([N:41]([CH:42]([CH3:43])[CH3:44])[CH:45]([CH3:46])[CH3:47])[CH3:48].[O:49]=[CH:50][N:51]([CH3:52])[CH3:53].[OH2:54]>>[CH2:2]([CH2:3][O:4][c:5]1[cH:6][cH:7][c:8](-[n:11]2[c:12](=[O:26])[cH:13][c:14]([O:17][CH2:18][c:19]3[n:20][cH:21][c:22]([Cl:25])[cH:23][cH:24]3)[cH:15][cH:16]2)[cH:9][cH:10]1)[N:35]1[CH2:34][CH:33]([O:32][Si:31]([C:27]([CH3:28])([CH3:29])[CH3:30])([CH3:38])[CH3:39])[CH2:37][CH2:36]1. Product: CC(C)(C)[Si](C)(C)OC1CCN(CCOc2ccc(-n3ccc(OCc4ccc(Cl)cn4)cc3=O)cc2)C1. Reactants: [BH4-].[Li+] (lithium borohydride), Cl[Si](C)(C)C (chlorotrimethylsilane), Cl.NC(C(=O)O)C1=CC=C(C=C1)I ((RS)-amino-(4-iodo-phenyl)-acetic acid hydrochloride). Solvent: C1CCOC1 (THF). Reaction conditions: temperature 0 celsius, time 4 hour. Product: NC(CO)C1=CC=C(C=C1)I ((RS)-2-amino-2-(4-iodo-phenyl)-ethanol). The yield is 99.7%. As a reaction SMILES: [BH4-].[Li+].Cl[Si](C)(C)C.Cl.[NH2:9][CH:10]([C:14]1[CH:19]=[CH:18][C:17]([I:20])=[CH:16][CH:15]=1)[C:11](O)=[O:12]>C1COCC1>[NH2:9][CH:10]([C:14]1[CH:19]=[CH:18][C:17]([I:20])=[CH:16][CH:15]=1)[CH2:11][OH:12] |f:0.1,3.4|. Reported procedure: To a stirred solution of lithium borohydride in THF (25.1 ml, 2 M solution) under an argon atmosphere was added dropwise chlorotrimethylsilane (12.7 ml). To the resulting suspension was added portionwise (RS)-amino-(4-iodo-phenyl)-acetic acid hydrochloride (6.30 g). Stirring was continued for 4 h and then the mixture was cooled to 0° C. and quenched by dropwise addition of methanol (4.5 ml). After stirring for 15 min at room temperature, water was added and the mixture was then diluted with ethy... Yields the product target compound, C12(CC3CC(CC(C1)C3)C2)C(C(C(=O)[O-])(F)F)O.FC2=CC=C(C=C2)[S+](C2=CC=CC=C2)C2=CC=CC=C2 (4-fluorophenyldiphenylsulfonium 3-(1-adamantyl)-2,2-difluoro-3-hydroxypropionate). Reactants: aqueous solution, [Cl-].FC1=CC=C(C=C1)[S+](C1=CC=CC=C1)C1=CC=CC=C1 (4-fluorophenyldiphenylsulfonium chloride), Cl (hydrochloric acid), [OH-].[Na+] (sodium hydroxide), C12(CC3CC(CC(C1)C3)C2)C(C(C(=O)OCC)(F)F)O (ethyl 3-(1-adamantyl)-2,2-difluoro-3-hydroxypropionate). The solvent is C(Cl)Cl (methylene chloride), O (water), O1CCOCC1 (1,4-dioxane). Reported procedure: A mixture of 6.6 g of ethyl 3-(1-adamantyl)-2,2-difluoro-3-hydroxypropionate, prepared in Synthesis Example 1-11, 50 g of 1,4-dioxane, 8.0 g of 25 wt % sodium hydroxide, and 20 g of water was stirred for 2 hours. To the reaction solution, 2.0 g of 35 wt % hydrochloric acid was added, and then 53 g of an aqueous solution of 4-fluorophenyldiphenylsulfonium chloride and 100 g of methylene chloride were added. After stirring for 30 minutes, the organic layer was taken out, washed with water, and con... Reaction conditions: time 2 hour. RXN SMILES: [C:1]12([CH:11]([OH:20])[C:12]([F:19])([F:18])[C:13]([O:15]CC)=[O:14])[CH2:10][CH:5]3[CH2:6][CH:7]([CH2:9][CH:3]([CH2:4]3)[CH2:2]1)[CH2:8]2.[OH-].[Na+].Cl.[Cl-].[F:25][C:26]1[CH:31]=[CH:30][C:29]([S+:32]([C:39]2[CH:44]=[CH:43][CH:42]=[CH:41][CH:40]=2)[C:33]2[CH:38]=[CH:37][CH:36]=[CH:35][CH:34]=2)=[CH:28][CH:27]=1>C(Cl)Cl.O.O1CCOCC1>[C:1]12([CH:11]([OH:20])[C:12]([F:19])([F:18])[C:13]([O-:15])=[O:14])[CH2:2][CH:3]3[CH2:4][CH:5]([CH2:6][CH:7]([CH2:9]3)[CH2:8]1)[CH2:10]2.[F:25][C:26]1[CH:31]=[CH:30][C:29]([S+:32]([C:39]2[CH:40]=[CH:41][CH:42]=[CH:43][CH:44]=2)[C:33]2[CH:38]=[CH:37][CH:36]=[CH:35][CH:34]=2)=[CH:28][CH:27]=1 |f:1.2,4.5,9.10|. The yield is 57.0%.